This data is from the Open Reaction Database (ORD), a public repository of structured organic reaction records. The task is: describe an organic reaction: reactants, conditions, products, and yield The reactants are C(C)(C)(C)OC(=O)N1CCN(CC1)C1=C(C=C(C=C1)NC1=NC(=NC(=C1C(N)=O)Cl)SC)C (tert-butyl-4-(4-(5-carbamoyl-6-chloro-2-(methylthio)pyrimidin-4-ylamino)-2-methylphenyl)piperazine-1-carboxylate), O.NN (hydrazine hydrate). Run in O1CCOCC1 (1,4-dioxane). Reaction conditions: time 3 hour. The product is C(N)(=O)C=1C(=NC(=NC1NN)SC)NC1=CC(=C(C=C1)N1CCN(CC1)C(=O)OC(C)(C)C)C (tert-butyl 4-(4-(5-carbamoyl-6-hydrazinyl-2-(methylthio)pyrimidin-4-ylamino)-2-methyl-phenyl)piperazine-1-carboxylate). As a reaction SMILES: [C:1]([O:5][C:6]([N:8]1[CH2:13][CH2:12][N:11]([C:14]2[CH:19]=[CH:18][C:17]([NH:20][C:21]3[C:26]([C:27](=[O:29])[NH2:28])=[C:25](Cl)[N:24]=[C:23]([S:31][CH3:32])[N:22]=3)=[CH:16][C:15]=2[CH3:33])[CH2:10][CH2:9]1)=[O:7])([CH3:4])([CH3:3])[CH3:2].O.[NH2:35][NH2:36]>O1CCOCC1>[C:27]([C:26]1[C:21]([NH:20][C:17]2[CH:18]=[CH:19][C:14]([N:11]3[CH2:12][CH2:13][N:8]([C:6]([O:5][C:1]([CH3:4])([CH3:3])[CH3:2])=[O:7])[CH2:9][CH2:10]3)=[C:15]([CH3:33])[CH:16]=2)=[N:22][C:23]([S:31][CH3:32])=[N:24][C:25]=1[NH:35][NH2:36])(=[O:29])[NH2:28] |f:1.2|. Reported procedure: To a suspension of the product of Example 17C (246 mg, 0.5 mmol) in 1,4-dioxane (10 mL) was added 85% hydrazine hydrate (125 mg, 2.5 mmol) dropwise. The mixture was stirred at room temperature for 3 hours, extracted with ethyl acetate and the organic layer was washed with water, dried over sodium sulfate, filtered and concentrated. The residue was washed with petroleum ether to provide the title compound. MS: 489 (M+H+). The reactants are COC(=O)C1CNCC1c1ccc(OC)c(OCCCOc2ccccc2)c1, CN(C)c1ccncc1, COC(=O)Cl, ClCCl. Yields the product COC(=O)C1CN(C(=O)OC)CC1c1ccc(OC)c(OCCCOc2ccccc2)c1. Reaction SMILES: [CH3:1][O:2][C:3](=[O:4])[CH:5]1[CH2:6][NH:7][CH2:8][CH:9]1[c:10]1[cH:11][c:12]([O:18][CH2:19][CH2:20][CH2:21][O:22][c:23]2[cH:24][cH:25][cH:26][cH:27][cH:28]2)[c:13]([O:16][CH3:17])[cH:14][cH:15]1.[CH3:37][N:38]([c:39]1[cH:40][cH:41][n:42][cH:43][cH:44]1)[CH3:45].[Cl:29][C:30](=[O:31])[O:32][CH3:33].[Cl:34][CH2:35][Cl:36]>>[CH3:1][O:2][C:3](=[O:4])[CH:5]1[CH2:6][N:7]([C:30](=[O:31])[O:32][CH3:33])[CH2:8][CH:9]1[c:10]1[cH:11][c:12]([O:18][CH2:19][CH2:20][CH2:21][O:22][c:23]2[cH:24][cH:25][cH:26][cH:27][cH:28]2)[c:13]([O:16][CH3:17])[cH:14][cH:15]1. The reactants are O=CC(C)=C (methacroleine), C(C)(C)(C)OC(NN)=O (tert-butylcarbazate). Procedure: B-23a is prepared analogously to B-19a starting from methacroleine (1.18 ml, 14.3 mmol) and tert-butylcarbazate (1.89 g, 14.3 mmol). Yield: 2.61 g. Yields the product C(C)(C)(C)OC(=O)N/N=C/C(=C)C (N′-[2-Methyl-prop-2-en-(E)-ylidene]-hydrazinecarboxylic acid tert-butyl ester). Reaction SMILES: O=[CH:2][C:3](=[CH2:5])[CH3:4].[C:6]([O:10][C:11](=[O:14])[NH:12][NH2:13])([CH3:9])([CH3:8])[CH3:7]>>[C:6]([O:10][C:11]([NH:12]/[N:13]=[CH:4]/[C:3]([CH3:5])=[CH2:2])=[O:14])([CH3:9])([CH3:8])[CH3:7]. Starting materials: C1(CCCC1)N (cyclopentanamine), ClC1=NC=2N(C(C(N(C2C=N1)C1=CC=CC=C1)=O)=O)CCC(C)C (2-chloro-8-(3-methylbutyl)-5-phenyl-5,8-dihydropteridine-6,7-dione), NC=1C=C2C=NNC2=CC1 (5-aminoindazole), ClC1=NC=2N([C@@H](C(N(C2C=N1)C1=CC=CC=C1)=O)C)C1CCCCC1 ((7R)-2-chloro-8-cyclohexyl-7-methyl-5-phenyl-7,8-dihydropteridin-6(5H)-one). Product: N1N=CC2=CC(=CC=C12)NC1=NC=2N(C(C(N(C2C=N1)C1=CC=CC=C1)=O)=O)CCC(C)C (2-(1H-indazol-5-ylamino)-8-(3-methylbutyl)-5-phenyl-5,8-dihydropteridine-6,7-dione). RXN SMILES: Cl[C:2]1[N:11]=[CH:10][C:9]2[N:8]([C:12]3[CH:17]=[CH:16][CH:15]=[CH:14][CH:13]=3)[C:7](=[O:18])[C:6](=[O:19])[N:5]([CH2:20][CH2:21][CH:22]([CH3:24])[CH3:23])[C:4]=2[N:3]=1.[NH2:25][C:26]1[CH:27]=[C:28]2[C:32](=[CH:33][CH:34]=1)[NH:31][N:30]=[CH:29]2.ClC1N=CC2N(C3C=CC=CC=3)C(=O)[C@@H](C)N(C3CCCCC3)C=2N=1.C1(N)CCCC1>>[NH:31]1[C:32]2[C:28](=[CH:27][C:26]([NH:25][C:2]3[N:11]=[CH:10][C:9]4[N:8]([C:12]5[CH:17]=[CH:16][CH:15]=[CH:14][CH:13]=5)[C:7](=[O:18])[C:6](=[O:19])[N:5]([CH2:20][CH2:21][CH:22]([CH3:24])[CH3:23])[C:4]=4[N:3]=3)=[CH:34][CH:33]=2)[CH:29]=[N:30]1. Procedure: This compound was prepared from 2-chloro-8-(3-methylbutyl)-5-phenyl-5,8-dihydropteridine-6,7-dione and 5-aminoindazole, according to procedures similar to the preparation of example 18 from (7R)-2-chloro-8-cyclohexyl-7-methyl-5-phenyl-7,8-dihydropteridin-6(5H)-one. Examples 306 and 307 was prepared according to procedures similar for the preparation of Example 305, using corresponding starting materials and intermediates. For example, for synthesis of example 307, cyclopentanamine was used in th... Starting materials: C(C1=CC=CC=C1)SC1=C(C(=CC=C1)Br)C(F)F (1-Benzylsulfanyl-3-bromo-2-difluoromethyl-benzene), N1C(CCC1)=O (pyrrolidin-2-one). Run at time 8 hour. Yields the product C(C1=CC=CC=C1)SC=1C(=C(C=CC1)N1C(CCC1)=O)C(F)F (1-(3-Benzylsulfanyl-2-difluoromethyl-phenyl)-pyrrolidin-2-one). Reaction SMILES: [CH2:1]([S:8][C:9]1[CH:14]=[CH:13][CH:12]=[C:11](Br)[C:10]=1[CH:16]([F:18])[F:17])[C:2]1[CH:7]=[CH:6][CH:5]=[CH:4][CH:3]=1.[NH:19]1[CH2:23][CH2:22][CH2:21][C:20]1=[O:24]>>[CH2:1]([S:8][C:9]1[C:10]([CH:16]([F:18])[F:17])=[C:11]([N:19]2[CH2:23][CH2:22][CH2:21][C:20]2=[O:24])[CH:12]=[CH:13][CH:14]=1)[C:2]1[CH:7]=[CH:6][CH:5]=[CH:4][CH:3]=1. Reported procedure: Intermediate 55 (2.008 g, 6.1 mmol) was coupled with pyrrolidin-2-one (0.623 g, 7.32 mmol) in close analogy to the procedure described in step 1.6). After workup the crude oil crystallized upon standing overnight and was then triturated with MTBE.